Task: describe an organic reaction: reactants, conditions, products, and yield. Dataset: the Open Reaction Database (ORD), a public repository of structured organic reaction records The reactants are CC1(C=2C=CC(=CC2C(CC1)(C)C)/C(=C/C1=CC=C(C=C1)O)/C)C (p-[(E)-2-(5,6,7,8-tetrahydro-5,5,8,8-tetramethyl-2-naphthyl)propenyl]phenol), CSCCCl (2-chloroethyl methyl sulphide), C([O-])([O-])=O.[K+].[K+] (potassium carbonate). Solvent: CN(C=O)C (dimethylformamide), O (water). The product is CC1(C=2C=CC(=CC2C(CC1)(C)C)/C(=C/C1=CC=C(OCCSC)C=C1)/C)C (methyl 2-[p-[(E)-2-(5,6,7,8-tetrahydro-5,5,8,8-tetramethyl-2-naphthyl)-propenyl]phenoxy]ethyl sulphide). Yield: 74.4%. Reaction SMILES: [CH3:1][C:2]1([CH3:24])[CH2:11][CH2:10][C:9]([CH3:13])([CH3:12])[C:8]2[CH:7]=[C:6](/[C:14](/[CH3:23])=[CH:15]/[C:16]3[CH:21]=[CH:20][C:19]([OH:22])=[CH:18][CH:17]=3)[CH:5]=[CH:4][C:3]1=2.[CH3:25][S:26][CH2:27][CH2:28]Cl.C(=O)([O-])[O-].[K+].[K+]>CN(C)C=O.O>[CH3:1][C:2]1([CH3:24])[CH2:11][CH2:10][C:9]([CH3:12])([CH3:13])[C:8]2[CH:7]=[C:6](/[C:14](/[CH3:23])=[CH:15]/[C:16]3[CH:21]=[CH:20][C:19]([O:22][CH2:28][CH2:27][S:26][CH3:25])=[CH:18][CH:17]=3)[CH:5]=[CH:4][C:3]1=2 |f:2.3.4|. Reported procedure: A mixture of 6 g of p-[(E)-2-(5,6,7,8-tetrahydro-5,5,8,8-tetramethyl-2-naphthyl)propenyl]phenol, 4.8 g of 2-chloroethyl methyl sulphide and 10.5 g finely powdered potassium carbonate in 100 ml of dimethylformamide is heated to 100° for 20 hours. The cooled reaction mixture is diluted with water and extracted several times with ethyl acetate. The crystalline residue obtained after drying and evaporating the organic phase is recrystallized from hexane and gives 5.5 g of methyl 2-[p-[(E)-2-(5,6,7,8... The reactants are C(C)SC=1N(C(=CN1)CO)C ((2-ethylthio-1-methylimidazol-5-yl)methanol). The reagents and catalysts are [O-2].[O-2].[Mn+4] (manganese dioxide). Run in O1CCOCC1 (1,4-dioxane). Yields the product C(C)SC=1N(C(=CN1)C=O)C (2-ethylthio-1-methylimidazole-5-carbaldehyde). Isolated yield 94.4%. As a reaction SMILES: [CH2:1]([S:3][C:4]1[N:5]([CH3:11])[C:6]([CH2:9][OH:10])=[CH:7][N:8]=1)[CH3:2]>O1CCOCC1.[O-2].[O-2].[Mn+4]>[CH2:1]([S:3][C:4]1[N:5]([CH3:11])[C:6]([CH:9]=[O:10])=[CH:7][N:8]=1)[CH3:2] |f:2.3.4|. Reported procedure: 5.50 g of (2-ethylthio-1-methylimidazol-5-yl)methanol was dissolved in 100 ml of 1,4-dioxane, and 24.34 g of manganese dioxide was then added. The mixture was stirred and heated under reflux for 7 hours. The reaction mixture was cooled to room temperature and then filtered through Celite®. The filtrate was concentrated under reduced pressure to obtain 5.13 g of 2-ethylthio-1-methylimidazole-5-carbaldehyde. The reactants are [N-]=[N+]=[N-] (azide), C1CCC2=NCCCN2CC1 (DBU), OC(C)C1=CC2=C(C=C(S2)C(=O)OCC)C=C1 (ethyl 6-(1-hydroxyethyl)-1-benzothiophene-2-carboxylate), C1(=CC=CC=C1)P(=O)(C1=CC=CC=C1)N=[N+]=[N-] (diphenylphosphorylazide), C1CCC2=NCCCN2CC1 (DBU). The solvent is C1(=CC=CC=C1)C (toluene). Reaction conditions: time 24 hour. Product: N(=[N+]=[N-])C(C)C1=CC2=C(C=C(S2)C(=O)OCC)C=C1 (Ethyl 6-(1-azidoethyl)-1-benzothiophene-2-carboxylate). Isolated yield 79.8%. RXN SMILES: O[CH:2]([C:4]1[CH:17]=[CH:16][C:7]2[CH:8]=[C:9]([C:11]([O:13][CH2:14][CH3:15])=[O:12])[S:10][C:6]=2[CH:5]=1)[CH3:3].C1(P([N:32]=[N+:33]=[N-:34])(C2C=CC=CC=2)=O)C=CC=CC=1.C1CCN2C(=NCCC2)CC1.[N-]=[N+]=[N-]>C1(C)C=CC=CC=1>[N:32]([CH:2]([C:4]1[CH:17]=[CH:16][C:7]2[CH:8]=[C:9]([C:11]([O:13][CH2:14][CH3:15])=[O:12])[S:10][C:6]=2[CH:5]=1)[CH3:3])=[N+:33]=[N-:34]. Procedure: To a solution of ethyl 6-(1-hydroxyethyl)-1-benzothiophene-2-carboxylate (2.0 g, 8.06 mmol) in toluene (30 mL) was added diphenylphosphorylazide (2.64 g, 9.58 mmol), then DBU (1.31 mL, 8.79 mmol) dropwise. After 24 h, added more azide (0.5 mL) and DBU (0.3 mL) to the thick solution. After an additional 24 h, the reaction mixture was concentrated and purified via column chromatography yielding the desired product (1.77 g, 80.4% over two steps). 1H NMR (CDCl3, 600 MHz) δ 8.03 (d, J=0.9 Hz, 1H), 7.... Starting materials: C(CCCCCCC)SC#N (octylthiocyanate), C(C#C)O (2-propynol), CCCCCC (hexane), C(CCC)[Li] (butyllithium). Solvent: O1CCCC1 (THF), CN(C)P(=O)(N(C)C)N(C)C (HMPA), O1CCCC1 (tetrahydrofuran). Conditions: time 5 minute. Product: C(CCCCCCC)SC#CCO (3-octylthio-2-propynol). As a reaction SMILES: [CH2:1]([OH:4])[C:2]#[CH:3].C([Li])CCC.CCCCCC.[CH2:16]([S:24]C#N)[CH2:17][CH2:18][CH2:19][CH2:20][CH2:21][CH2:22][CH3:23]>O1CCCC1.CN(P(N(C)C)(N(C)C)=O)C>[CH2:16]([S:24][C:3]#[C:2][CH2:1][OH:4])[CH2:17][CH2:18][CH2:19][CH2:20][CH2:21][CH2:22][CH3:23]. Reported procedure: To a solution of 2-propynol (0.65 g/0.68 ml, 11.7 mmol) in 25 ml of tetrahydrofuran (THF), cooled to -60°, is slowly added butyllithium in hexane (14.6 ml, 23.3 mmol) over 5 min. About 5 ml of HMPA is added and the mixture is warmed to -20° and stirred for 5 min. The mixture is then cooled again to -60° and octylthiocyanate (2.0 g, 11.7 mmol) in 3 ml of THF is added over 1 min. The mixture is allowed to warm to RT over 1 hour and is stirred at RT for an additional hour. It is then cooled to -10°... Reactants: TEA, N=1C(=CN2C1C=CC=C2)CCN (2-(imidazo[1,2-a]pyridine-2-yl)ethanamine), CN1C(C(=C(C(=C1)CCl)C(=O)OC)Cl)=O (1-Methyl-2-oxo-1,2-dihydro-3-chloro-4-methoxycarbonyl-5-chloromethyl-pyridine), CN1C(C(=C(C(=C1)CCl)C(=O)OC)Cl)=O (1-Methyl-2-oxo-1,2-dihydro-3-chloro-4-methoxycarbonyl-5-chloromethyl-pyridine). The solvent is CC#N (MeCN). Run at temperature 100 celsius. Yields the product ClC1=C2C(=CN(C1=O)C)CN(C2=O)CCC=2N=C1N(C=CC=C1)C2 (7-Chloro-2-(2-imidazo[1,2-a]pyridin-2-yl-ethyl)-5-methyl-3,5-dihydro-2H-pyrrolo[3,4-c]pyridine-1,6-dione). The yield is 48.0%. RXN SMILES: [N:1]1[C:2]([CH2:10][CH2:11][NH2:12])=[CH:3][N:4]2[CH:9]=[CH:8][CH:7]=[CH:6][C:5]=12.[CH3:13][N:14]1[CH:19]=[C:18]([CH2:20]Cl)[C:17]([C:22](OC)=[O:23])=[C:16]([Cl:26])[C:15]1=[O:27]>CC#N>[Cl:26][C:16]1[C:15](=[O:27])[N:14]([CH3:13])[CH:19]=[C:18]2[CH2:20][N:12]([CH2:11][CH2:10][C:2]3[N:1]=[C:5]4[CH:6]=[CH:7][CH:8]=[CH:9][N:4]4[CH:3]=3)[C:22](=[O:23])[C:17]=12. Reported procedure: TEA (5 ml, 36 mmol) was added to a suspension of 2-(imidazo[1,2-a]pyridine-2-yl)ethanamine (1.934 g, 12 mmol) and 1-methyl-2-oxo-1,2-dihydro-3-chloro-4-methoxycarbonyl-5-chloromethyl-pyridine (3 g, 12 mmol, see compound (6) of Example b1)) in MeCN (5 ml). The reaction was heated in a CEM microwave at about 100° C. for about 40 min. The solvent was removed and the resulting mixture was deposited onto silica gel, loaded onto a silica gel column and eluted with DCM/MeOH (50:1) to give 2.9 g of crud... The reactants are FC(C=1C=C(CN(C2=NC=C(C=N2)N2CCOCC2)CC2=C(C=CC(=C2)C(F)(F)F)C2=NC(=NC=C2C(=O)OCC)C(F)(F)F)C=C(C1)C(F)(F)F)(F)F (Ethyl 4-(2-{[(3,5-bis-trifluoromethyl-benzyl)-(5-morpholin-4-yl-pyrimidin-2-yl)-amino]-methyl}-4-trifluoromethyl-phenyl)-2-trifluoromethyl-pyrimidine-5-carboxylate), Cl (hydrochloric acid), C(C)(=O)OCC (ethyl acetate), [OH-].[Na+] (sodium hydroxide). The solvent is C(C)O (ethanol). Conditions: time 2 hour. The product is FC(C=1C=C(CN(C2=NC=C(C=N2)N2CCOCC2)CC2=C(C=CC(=C2)C(F)(F)F)C2=NC(=NC=C2C(=O)O)C(F)(F)F)C=C(C1)C(F)(F)F)(F)F (4-(2-{[(3,5-bis-trifluoromethyl-benzyl)-(5-morpholin-4-yl-pyrimidin-2-yl)-amino]-methyl}-4-trifluoromethyl-phenyl)-2-trifluoromethyl-pyrimidine-5-carboxylic acid). Isolated yield 88.2%. Reaction SMILES: [F:1][C:2]([F:54])([F:53])[C:3]1[CH:4]=[C:5]([CH:46]=[C:47]([C:49]([F:52])([F:51])[F:50])[CH:48]=1)[CH2:6][N:7]([CH2:20][C:21]1[CH:26]=[C:25]([C:27]([F:30])([F:29])[F:28])[CH:24]=[CH:23][C:22]=1[C:31]1[C:36]([C:37]([O:39]CC)=[O:38])=[CH:35][N:34]=[C:33]([C:42]([F:45])([F:44])[F:43])[N:32]=1)[C:8]1[N:13]=[CH:12][C:11]([N:14]2[CH2:19][CH2:18][O:17][CH2:16][CH2:15]2)=[CH:10][N:9]=1.[OH-].[Na+].Cl.C(OCC)(=O)C>C(O)C>[F:54][C:2]([F:1])([F:53])[C:3]1[CH:4]=[C:5]([CH:46]=[C:47]([C:49]([F:50])([F:51])[F:52])[CH:48]=1)[CH2:6][N:7]([CH2:20][C:21]1[CH:26]=[C:25]([C:27]([F:28])([F:29])[F:30])[CH:24]=[CH:23][C:22]=1[C:31]1[C:36]([C:37]([OH:39])=[O:38])=[CH:35][N:34]=[C:33]([C:42]([F:43])([F:44])[F:45])[N:32]=1)[C:8]1[N:13]=[CH:12][C:11]([N:14]2[CH2:15][CH2:16][O:17][CH2:18][CH2:19]2)=[CH:10][N:9]=1 |f:1.2|. Procedure details: Ethyl 4-(2-{[(3,5-bis-trifluoromethyl-benzyl)-(5-morpholin-4-yl-pyrimidin-2-yl)-amino]-methyl}-4-trifluoromethyl-phenyl)-2-trifluoromethyl-pyrimidine-5-carboxylate (194 mg) is dissolved in ethanol (4 ml), and thereto is added 1N-aqueous sodium hydroxide solution (1 ml) and the mixture is stirred at room temperature for 2 hours. To the reaction solution are added a 1N-hydrochloric acid and ethyl acetate, and the mixture is separated, and the organic layer is washed with a saturated brine, dried o...